From a dataset of the Open Reaction Database (ORD), a public repository of structured organic reaction records. describe an organic reaction: reactants, conditions, products, and yield Reactants: CCO, O=C1CN(S(=O)(=O)c2cc3ccc(Cl)cc3s2)CCN1CC1CCN(c2ccnc(Cl)n2)CC1, NCCO. Yields the product O=C1CN(S(=O)(=O)c2cc3ccc(Cl)cc3s2)CCN1CC1CCN(c2ccnc(NCCO)n2)CC1. As a reaction SMILES: [CH3:39][CH2:40][OH:41].[Cl:1][c:2]1[cH:3][cH:4][c:5]2[c:6]([s:7][c:8]([S:10](=[O:11])(=[O:12])[N:13]3[CH2:14][C:15](=[O:33])[N:16]([CH2:19][CH:20]4[CH2:21][CH2:22][N:23]([c:26]5[n:27][c:28]([Cl:32])[n:29][cH:30][cH:31]5)[CH2:24][CH2:25]4)[CH2:17][CH2:18]3)[cH:9]2)[cH:34]1.[NH2:35][CH2:36][CH2:37][OH:38]>>[Cl:1][c:2]1[cH:3][cH:4][c:5]2[c:6]([s:7][c:8]([S:10](=[O:11])(=[O:12])[N:13]3[CH2:14][C:15](=[O:33])[N:16]([CH2:19][CH:20]4[CH2:21][CH2:22][N:23]([c:26]5[n:27][c:28]([NH:35][CH2:36][CH2:37][OH:38])[n:29][cH:30][cH:31]5)[CH2:24][CH2:25]4)[CH2:17][CH2:18]3)[cH:9]2)[cH:34]1. Reactants: C(C)(=O)NC=1C=CC(=C(C1)C=1CCC(NN1)=O)OCC(CNC(C)(C)C)O (6-[5-Acetamido-2-(3-t-butylamino-2-hydroxypropoxy)phenyl]-4,5-dihydro-3(2H)-pyridazinone), C1(=C(C(=O)C(=C(C1=O)Cl)Cl)Cl)Cl (chloranil). Solvent: C(CCC)O (butanol). The product is C(C)(=O)NC=1C=CC(=C(C1)C=1C=CC(NN1)=O)OCC(CNC(C)(C)C)O (6-[5-acetamido-2-(3-t-butylamino-2-hydroxypropoxy)phenyl]-3(2H)-pyridazinone). Reaction SMILES: [C:1]([NH:4][C:5]1[CH:6]=[CH:7][C:8]([O:18][CH2:19][CH:20]([OH:27])[CH2:21][NH:22][C:23]([CH3:26])([CH3:25])[CH3:24])=[C:9]([C:11]2[CH2:12][CH2:13][C:14](=[O:17])[NH:15][N:16]=2)[CH:10]=1)(=[O:3])[CH3:2].C1(Cl)C(=O)C(Cl)=C(Cl)C(=O)C=1Cl>C(O)CCC>[C:1]([NH:4][C:5]1[CH:6]=[CH:7][C:8]([O:18][CH2:19][CH:20]([OH:27])[CH2:21][NH:22][C:23]([CH3:26])([CH3:25])[CH3:24])=[C:9]([C:11]2[CH:12]=[CH:13][C:14](=[O:17])[NH:15][N:16]=2)[CH:10]=1)(=[O:3])[CH3:2]. Procedure details: 6-[5-Acetamido-2-(3-t-butylamino-2-hydroxypropoxy)phenyl]-4,5-dihydro-3(2H)-pyridazinone was reacted with chloranil in boiling butanol to give 6-[5-acetamido-2-(3-t-butylamino-2-hydroxypropoxy)phenyl]-3(2H)-pyridazinone. The reactants are CN(N=C(C1=C(C=CC=C1)Cl)Cl)S(=O)(=O)C1=CC=CC=C1 (N-methyl-N-phenylsulfonyl-2-chlorobenzohydrazonoyl chloride), C(CCCCCCCCCCCC)C1=CC=C(C#N)C=C1 (4-tridecylbenzonitrile), [Cl-].[Al+3].[Cl-].[Cl-] (aluminium chloride), ClC1=C(C=CC=C1)Cl (o-dichlorobenzene). Solvent: C(Cl)(Cl)Cl (chloroform). Conditions: temperature 140 celsius, time 30 minute. Product: ClC1=C(C=CC=C1)C1=NN(C(=N1)C1=CC=C(C=C1)CCCCCCCCCCCCC)C (3-(2-chlorophenyl)-1-methyl-5-(4-tridecylphenyl)-1H-1,2,4-triazole). Isolated yield 64.8%. RXN SMILES: [CH3:1][N:2](S(C1C=CC=CC=1)(=O)=O)[N:3]=[C:4](Cl)[C:5]1[CH:10]=[CH:9][CH:8]=[CH:7][C:6]=1[Cl:11].[CH2:22]([C:35]1[CH:42]=[CH:41][C:38]([C:39]#[N:40])=[CH:37][CH:36]=1)[CH2:23][CH2:24][CH2:25][CH2:26][CH2:27][CH2:28][CH2:29][CH2:30][CH2:31][CH2:32][CH2:33][CH3:34].[Cl-].[Al+3].[Cl-].[Cl-].ClC1C=CC=CC=1Cl>C(Cl)(Cl)Cl>[Cl:11][C:6]1[CH:7]=[CH:8][CH:9]=[CH:10][C:5]=1[C:4]1[N:40]=[C:39]([C:38]2[CH:41]=[CH:42][C:35]([CH2:22][CH2:23][CH2:24][CH2:25][CH2:26][CH2:27][CH2:28][CH2:29][CH2:30][CH2:31][CH2:32][CH2:33][CH3:34])=[CH:36][CH:37]=2)[N:2]([CH3:1])[N:3]=1 |f:2.3.4.5|. Procedure details: A mixture of 0.82 g of N-methyl-N-phenylsulfonyl-2-chlorobenzohydrazonoyl chloride, 0.70 g of 4-tridecylbenzonitrile, 0.4 g of anhydrous aluminium chloride and 3 ml of o-dichlorobenzene was stirred in an oil bath at a temperature of 140° C. for 30 minutes. After the cooling, the resulting solution was dissolved in 100 ml of chloroform, washed with diluted hydrochloric acid solution, diluted sodium hydroxide solution and saline water in this order, dried over anhydrous magnesium sulfate and conce... Yields the product CC1=C(CN(C)C(=O)C=Cc2cnc3c(c2)CCC(=O)N3)Cc2ccccc21. Reactants: O=C1CCc2cc(Br)cnc2N1, CCC#N, CC(=O)[O-], CC(=O)[O-], C=CC(=O)N(C)CC1=C(C)c2ccccc2C1, [Pd+2]. RXN SMILES: [Br:1][c:2]1[cH:3][c:4]2[c:9]([n:10][cH:11]1)[NH:8][C:7](=[O:12])[CH2:6][CH2:5]2.[C:30](#[N:31])[CH2:32][CH3:33].[C:34]([O-:35])(=[O:36])[CH3:37].[C:39]([O-:40])(=[O:41])[CH3:42].[CH3:13][N:14]([C:15]([CH:16]=[CH2:17])=[O:18])[CH2:19][C:20]1=[C:28]([CH3:29])[c:27]2[c:22]([cH:23][cH:24][cH:25][cH:26]2)[CH2:21]1.[Pd+2:38]>>[c:2]1([CH:17]=[CH:16][C:15]([N:14]([CH3:13])[CH2:19][C:20]2=[C:28]([CH3:29])[c:27]3[c:22]([cH:23][cH:24][cH:25][cH:26]3)[CH2:21]2)=[O:18])[cH:3][c:4]2[c:9]([n:10][cH:11]1)[NH:8][C:7](=[O:12])[CH2:6][CH2:5]2.